Dataset: the Open Reaction Database (ORD), a public repository of structured organic reaction records. Task: describe an organic reaction: reactants, conditions, products, and yield Reactants: Br, CC(=O)O, Nc1ccccc1[N+](=O)[O-], [Na+], O, N#C[S-]. Yields the product N#CSc1ccc(N)c([N+](=O)[O-])c1. RXN SMILES: [Br:15].[CH3:17][C:18](=[O:19])[OH:20].[N+:1](=[O:2])([O-:3])[c:4]1[c:5]([NH2:6])[cH:7][cH:8][cH:9][cH:10]1.[Na+:11].[OH2:16].[S-:12][C:13]#[N:14]>>[N+:1](=[O:2])([O-:3])[c:4]1[c:5]([NH2:6])[cH:7][cH:8][c:9]([S:12][C:13]#[N:14])[cH:10]1. Starting materials: ClC1=NC=C(C(=N1)NC1=C(C=C(C=C1)OC)N1N=CC=C1)Cl ((2,5-Dichloro-pyrimidin-4-yl)-(4-methoxy-2-pyrazol-1-yl-phenyl)-amine), NC1=CC2=C(NC(CCC2(C)C)=O)C=C1 (7-amino-5,5-dimethyl-1,3,4,5-tetrahydro-bezo[b]azepin-2-one). Yields the product ClC=1C(=NC(=NC1)NC1=CC2=C(NC(CCC2(C)C)=O)C=C1)NC1=C(C=C(C=C1)OC)N1N=CC=C1 (7-[5-Chloro-4-(4-methoxy-2-pyrazol-1-yl-phenylamino)-pyrimidin-2-ylamino]-5,5-dimethyl-1,3,4,5-tetrahydro-benzo[b]azepin-2-one). RXN SMILES: Cl[C:2]1[N:7]=[C:6]([NH:8][C:9]2[CH:14]=[CH:13][C:12]([O:15][CH3:16])=[CH:11][C:10]=2[N:17]2[CH:21]=[CH:20][CH:19]=[N:18]2)[C:5]([Cl:22])=[CH:4][N:3]=1.[NH2:23][C:24]1[CH:37]=[CH:36][C:27]2[NH:28][C:29](=[O:35])[CH2:30][CH2:31][C:32]([CH3:34])([CH3:33])[C:26]=2[CH:25]=1>>[Cl:22][C:5]1[C:6]([NH:8][C:9]2[CH:14]=[CH:13][C:12]([O:15][CH3:16])=[CH:11][C:10]=2[N:17]2[CH:21]=[CH:20][CH:19]=[N:18]2)=[N:7][C:2]([NH:23][C:24]2[CH:37]=[CH:36][C:27]3[NH:28][C:29](=[O:35])[CH2:30][CH2:31][C:32]([CH3:34])([CH3:33])[C:26]=3[CH:25]=2)=[N:3][CH:4]=1. Procedure details: (2,5-Dichloro-pyrimidin-4-yl)-(4-methoxy-2-pyrazol-1-yl-phenyl)-amine was reacted with 7-amino-5,5-dimethyl-1,3,4,5-tetrahydro-bezo[b]azepin-2-one, in a similar manner as Example 601b, to yield desired product 7-[5-Chloro-4-(4-methoxy-2-pyrazol-1-yl-phenylamino)-pyrimidin-2-ylamino]-5,5-dimethyl-1,3,4,5-tetrahydro-benzo[b]azepin-2-one as a lyophylate (20%); 1H NMR (400 MHz, DMSO-d6) δ 9.91 (s, 1H), 9.37 (s, 2H), 8.26 (s, 1H), 8.12 (s, 1H), 8.03 (d, J=8.90 Hz, 1H), 7.84 (s, 1H), 7.55 (d, J=8.56 H... Run at temperature 110 celsius, time 8 hour. Reagents/catalysts: [C-]#N.[Zn+2].[C-]#N (zinc cyanide). Procedure details: A mixture of 4-formyl-2-methoxy-5-methylphenyl trifluoromethanesulfonate (35.0 g, 117 mmol), zinc cyanide (55.1 g, 469 mmol) and tetrakis triphenylphosphine palladium (0) (20.34 g, 17.60 mmol) in DMF (300 mL) were stirred at 110° C. under nitrogen atmosphere for 8 hr. EtOAc was added to the reaction mixture and the organic layer was washed two times with water, dried, filtered and concentrated. The crude product was then purified by column chromatography (silica gel, ethylacetate/hexanes 3:7) wh... Reactants: FC(S(=O)(=O)OC1=C(C=C(C(=C1)C)C=O)OC)(F)F (4-formyl-2-methoxy-5-methylphenyl trifluoromethanesulfonate), tetrakis triphenylphosphine palladium (0), CN(C)C=O (DMF), CCOC(=O)C (EtOAc). RXN SMILES: FC(F)(F)S(O[C:7]1[CH:12]=[C:11]([CH3:13])[C:10]([CH:14]=[O:15])=[CH:9][C:8]=1[O:16][CH3:17])(=O)=O.CCOC(C)=O.[CH3:26][N:27](C=O)C>[C-]#N.[Zn+2].[C-]#N>[CH:14]([C:10]1[C:11]([CH3:13])=[CH:12][C:7]([C:26]#[N:27])=[C:8]([O:16][CH3:17])[CH:9]=1)=[O:15] |f:3.4.5|. The product is C(=O)C1=CC(=C(C#N)C=C1C)OC (4-formyl-2-methoxy-5-methylbenzonitrile). Reactants: CCOC(=O)N1c2ccccc2C=CC1OCC, CN1CCNCC1, ClC(Cl)Cl, O=C(O)c1ccc(Cl)[n+]([O-])c1. The product is CN1CCN(C(=O)c2ccc(Cl)[n+]([O-])c2)CC1. Reaction SMILES: [CH2:12]([O:13][CH:14]1[CH:15]=[CH:16][c:17]2[c:18]([cH:19][cH:20][cH:21][cH:22]2)[N:23]1[C:24]([O:25][CH2:26][CH3:27])=[O:28])[CH3:29].[CH3:30][N:31]1[CH2:32][CH2:33][NH:34][CH2:35][CH2:36]1.[CH:37]([Cl:38])([Cl:39])[Cl:40].[Cl:1][c:2]1[n+:3]([O-:11])[cH:4][c:5]([C:6](=[O:7])[OH:8])[cH:9][cH:10]1>>[Cl:1][c:2]1[n+:3]([O-:11])[cH:4][c:5]([C:6](=[O:8])[N:34]2[CH2:33][CH2:32][N:31]([CH3:30])[CH2:36][CH2:35]2)[cH:9][cH:10]1. Starting materials: COc1c(C(=O)C(N)C(=O)OC(C)(C)C)ccc2[nH]nc(C=Cc3ccc(F)cc3)c12, ClCCl, O, O=C(O)C(F)(F)F. Product: COc1c(C(=O)C(N)C(=O)O)ccc2[nH]nc(C=Cc3ccc(F)cc3)c12. Reaction SMILES: [C:1]([CH3:2])([CH3:3])([CH3:4])[O:5][C:6]([CH:7]([NH2:8])[C:9](=[O:10])[c:11]1[c:12]([O:29][CH3:30])[c:13]2[c:14]([CH:20]=[CH:21][c:22]3[cH:23][cH:24][c:25]([F:28])[cH:26][cH:27]3)[n:15][nH:16][c:17]2[cH:18][cH:19]1)=[O:31].[Cl:40][CH2:41][Cl:42].[OH2:39].[OH:32][C:33]([C:34]([F:35])([F:36])[F:37])=[O:38]>>[O:5]=[C:6]([CH:7]([NH2:8])[C:9](=[O:10])[c:11]1[c:12]([O:29][CH3:30])[c:13]2[c:14]([CH:20]=[CH:21][c:22]3[cH:23][cH:24][c:25]([F:28])[cH:26][cH:27]3)[n:15][nH:16][c:17]2[cH:18][cH:19]1)[OH:31]. The reactants are O=C([O-])[O-], C1CCNCC1, CCO, [K+], [K+], BrCCOc1ccccc1. Yields the product c1ccc(OCCN2CCCCC2)cc1. Reaction SMILES: [C:17](=[O:18])([O-:19])[O-:20].[CH2:11]1[CH2:12][CH2:13][NH:14][CH2:15][CH2:16]1.[CH2:23]([OH:24])[CH3:25].[K+:21].[K+:22].[O:1]([c:2]1[cH:3][cH:4][cH:5][cH:6][cH:7]1)[CH2:8][CH2:9][Br:10]>>[O:1]([c:2]1[cH:3][cH:4][cH:5][cH:6][cH:7]1)[CH2:8][CH2:9][N:14]1[CH2:13][CH2:12][CH2:11][CH2:16][CH2:15]1. Reactants: CC1=C(C(=CC=C1C)C)O (2,3,6-trimethylphenol), CC1=C(C=C(C=C1C)C)O (2,3,5-trimethylphenol). Yields the product CC1=C(O)C(=CC(=C1C)O)C (2,3,6-trimethylhydroquinone). Reaction SMILES: [CH3:1][C:2]1[C:7]([CH3:8])=[CH:6][CH:5]=[C:4]([CH3:9])[C:3]=1[OH:10].CC1C(C)=CC(C)=CC=1[OH:20]>>[CH3:1][C:2]1[C:7]([CH3:8])=[C:6]([OH:20])[CH:5]=[C:4]([CH3:9])[C:3]=1[OH:10]. Procedure: By following in the same manner as in Example 63, except that 100 g. (735 m. moles) of 2,3,6-trimethylphenol were used instead of 2,3,5-trimethylphenol, 2.05 g. (13.5 m. moles) of 2,3,6-trimethylhydroquinone were obtained. The yield of dihydric alkylphenol was 29.4 percent.